This data is from the Open Reaction Database (ORD), a public repository of structured organic reaction records. The task is: describe an organic reaction: reactants, conditions, products, and yield Product: COC(=O)NCc1cccc(-c2ccccc2)c1. The reactants are Cc1ccccc1, COC(=O)Cl, O=C(O)CC(O)(CC(=O)O)C(=O)O, NCc1cccc(-c2ccccc2)c1, c1ccncc1. RXN SMILES: [CH3:39][c:40]1[cH:41][cH:42][cH:43][cH:44][cH:45]1.[Cl:21][C:22](=[O:23])[O:24][CH3:25].[OH:26][C:27]([CH2:28][C:29]([C:30](=[O:31])[OH:32])([CH2:33][C:34](=[O:35])[OH:36])[OH:37])=[O:38].[c:1]1(-[c:7]2[cH:8][c:9]([CH2:10][NH2:11])[cH:12][cH:13][cH:14]2)[cH:2][cH:3][cH:4][cH:5][cH:6]1.[cH:15]1[cH:16][cH:17][n:18][cH:19][cH:20]1>>[c:1]1(-[c:7]2[cH:8][c:9]([CH2:10][NH:11][C:22](=[O:23])[O:24][CH3:25])[cH:12][cH:13][cH:14]2)[cH:2][cH:3][cH:4][cH:5][cH:6]1. Starting materials: BrC(CCO[Si](C1=CC=CC=C1)(C1=CC=CC=C1)C(C)(C)C)=C ([(3-Bromo-3-buten-1-yl)oxy](1,1-dimethylethyl)diphenylsilane), ClC=1C=C(C=CC1Cl)B(O)O ((3,4-dichlorophenyl)boronic acid). Run in C1(=CC=CC=C1)C (toluene). Run at temperature 80 celsius, time 3 hour. Product: ClC=1C=C(C=CC1Cl)C(CCO[Si](C1=CC=CC=C1)(C1=CC=CC=C1)C(C)(C)C)=C ({[3-(3,4-dichlorophenyl)-3-buten-1-yl]oxy}(1,1-dimethylethyl)diphenylsilane). Isolated yield 64.7%. RXN SMILES: Br[C:2](=[CH2:23])[CH2:3][CH2:4][O:5][Si:6]([C:19]([CH3:22])([CH3:21])[CH3:20])([C:13]1[CH:18]=[CH:17][CH:16]=[CH:15][CH:14]=1)[C:7]1[CH:12]=[CH:11][CH:10]=[CH:9][CH:8]=1.[Cl:24][C:25]1[CH:26]=[C:27](B(O)O)[CH:28]=[CH:29][C:30]=1[Cl:31]>C1(C)C=CC=CC=1>[Cl:24][C:25]1[CH:26]=[C:27]([C:2](=[CH2:23])[CH2:3][CH2:4][O:5][Si:6]([C:19]([CH3:22])([CH3:21])[CH3:20])([C:13]2[CH:18]=[CH:17][CH:16]=[CH:15][CH:14]=2)[C:7]2[CH:12]=[CH:11][CH:10]=[CH:9][CH:8]=2)[CH:28]=[CH:29][C:30]=1[Cl:31]. Procedure: [(3-Bromo-3-buten-1-yl)oxy](1,1-dimethylethyl)diphenylsilane (P12, 3.50 g) and (3,4-dichlorophenyl)boronic acid (2.06 g) were dissolved in toluene (45 mL), the stirred solution was degassed, then tetrakis(triphenylphosphine)palladium(0) (0.363 g) and ethanol (33 mL) were added and the mixture was degassed again. A 2N aqueous solution of Na2CO3 (24 mL) was added and the mixture was heated to 80° C. and stirred under nitrogen atmosphere for 3 h at this temperature. After cooling to RT, the reactio... The reactants are COC(=O)C=1C=C(C=C2C1CC(O2)C)OC2=CC=C(C=C2)S(=O)(=O)C (6-(4-methanesulfonyl-phenoxy)-2-methyl-2,3-dihydro-benzofuran-4-carboxylic acid methyl ester), COC(=O)C1=C(C2=C(CC(O2)(C)C)C(=C1)O)F (7-fluoro-4-hydroxy-2,2-dimethyl-2,3-dihydro-benzofuran-6-carboxylic acid methyl ester). Yields the product COC(=O)C1=C(C2=C(CC(O2)(C)C)C(=C1)OC1=CC=C(C=C1)S(=O)(=O)C)F (7-Fluoro-4-(4-methanesulfonyl-phenoxy)-2,2-dimethyl-2,3-dihydro-benzofuran-6-carboxylic acid methyl ester). Reaction SMILES: COC(C1C=C(O[C:16]2[CH:21]=[CH:20][C:19]([S:22]([CH3:25])(=[O:24])=[O:23])=[CH:18][CH:17]=2)C=C2OC(C)CC=12)=O.[CH3:26][O:27][C:28]([C:30]1[CH:40]=[C:39]([OH:41])[C:33]2[CH2:34][C:35]([CH3:38])([CH3:37])[O:36][C:32]=2[C:31]=1[F:42])=[O:29]>>[CH3:26][O:27][C:28]([C:30]1[CH:40]=[C:39]([O:41][C:16]2[CH:21]=[CH:20][C:19]([S:22]([CH3:25])(=[O:24])=[O:23])=[CH:18][CH:17]=2)[C:33]2[CH2:34][C:35]([CH3:38])([CH3:37])[O:36][C:32]=2[C:31]=1[F:42])=[O:29]. Procedure details: The title compound was prepared in a similar manner as described for Intermediate 1f, from 7-fluoro-4-hydroxy-2,2-dimethyl-2,3-dihydro-benzofuran-6-carboxylic acid methyl ester (190a). 1H NMR (400 MHz, CDCl3) δ 7.89-7.94 (m, 2 H) 7.10 (d, J=4.55 Hz, 1 H) 7.04-7.09 (m, 2 H) 3.92 (s, 3 H) 3.07 (s, 3 H) 2.92 (s, 2 H) 1.54 (s, 6 H); LCMS for C22H22FN3O5S m/z 395.00 (M+H)+. Starting materials: C(C)(C)(C)OC(N[C@@](CCC1=CC(=C(C=C1)OCCCC(C(F)(F)F)(F)F)OC)(C)CO)=O ({(R)-1-Hydroxymethyl-3-[3-methoxy-4-(4,4,5,5,5-pentafluoro-pentyloxy)-phenyl]-1-methyl-propyl}-carbamic acid tert-butyl ester), Cl (HCl). Solvent: C(C)(=O)O (acetic acid), OO (H2O2). The product is Cl.N[C@@](CO)(CCC1=CC(=C(C(=C1)OC)OCCCC(C(F)(F)F)(F)F)Cl)C ((R)-2-Amino-4-[3-chloro-5-methoxy-4-(4,4,5,5,5-pentafluoro-pentyloxy)-phenyl]-2-methyl-butan-1-ol Hydrochloride). Reaction SMILES: C(OC(=O)[NH:7][C@:8]([CH2:31][OH:32])([CH3:30])[CH2:9][CH2:10][C:11]1[CH:16]=[CH:15][C:14]([O:17][CH2:18][CH2:19][CH2:20][C:21]([F:27])([F:26])[C:22]([F:25])([F:24])[F:23])=[C:13]([O:28][CH3:29])[CH:12]=1)(C)(C)C.[ClH:34]>C(O)(=O)C.OO>[ClH:34].[NH2:7][C@:8]([CH3:30])([CH2:9][CH2:10][C:11]1[CH:12]=[C:13]([O:28][CH3:29])[C:14]([O:17][CH2:18][CH2:19][CH2:20][C:21]([F:27])([F:26])[C:22]([F:25])([F:24])[F:23])=[C:15]([Cl:34])[CH:16]=1)[CH2:31][OH:32] |f:4.5|. Procedure details: A solution of {(R)-1-Hydroxymethyl-3-[3-methoxy-4-(4,4,5,5,5-pentafluoro-pentyloxy)-phenyl]-1-methyl-propyl}-carbamic acid tert-butyl ester (32 mg, 0.07 mmol) in acetic acid (1 ml), conc. HCl (0.027 ml) and H2O2 (30%, 0.074 ml) is stirred at RT for 2 h. After evaporation of the solvent at RT, the oily residue is treated with toluene (1 ml), which is distilled off at RT. Et2O is added and the white precipitate is filtered off to yield the title compound. MS (ESI+): m/z=420/422 (MH+). Reactants: O1CC1COC1=CC=C(C=C1)CCOC (1,2-epoxy-3-[4-(2-methoxyethyl)phenoxy]propane), Cl.NCC1=CC=C(C=C1)NS(=O)(=O)C (N-[4-(aminomethyl)phenyl]methanesulfonamide hydrochloride), O (H2O). The solvent is CON[C@@H](CC1=CNC=N1)C(=O)O (MeOHis), [OH-].[K+] (KOH), CO (MeOH). The product is Cl.OC(CNCC1=CC=C(C=C1)NS(=O)(=O)C)COC1=CC=C(C=C1)CCOC (N-[4-[[2-Hydroxy-3-[4-(2-methoxyethyl)phenoxy]propyl]aminomethyl]phenyl]methanesulfonamide hydrochloride). RXN SMILES: [O:1]1[CH:3]([CH2:4][O:5][C:6]2[CH:11]=[CH:10][C:9]([CH2:12][CH2:13][O:14][CH3:15])=[CH:8][CH:7]=2)[CH2:2]1.[ClH:16].[NH2:17][CH2:18][C:19]1[CH:24]=[CH:23][C:22]([NH:25][S:26]([CH3:29])(=[O:28])=[O:27])=[CH:21][CH:20]=1.O>CON[C@H](C(O)=O)CC1N=CNC=1.[OH-].[K+].CO>[ClH:16].[OH:1][CH:3]([CH2:4][O:5][C:6]1[CH:11]=[CH:10][C:9]([CH2:12][CH2:13][O:14][CH3:15])=[CH:8][CH:7]=1)[CH2:2][NH:17][CH2:18][C:19]1[CH:20]=[CH:21][C:22]([NH:25][S:26]([CH3:29])(=[O:28])=[O:27])=[CH:23][CH:24]=1 |f:1.2,5.6,8.9|. Procedure: 1,2-epoxy-3-[4-(2-methoxyethyl)phenoxy]propane (63.7 mmol) in 15 mL of MeOHis added dropwise to a solution of N-[4-(aminomethyl)phenyl]methanesulfonamide hydrochloride (62.4 mmol) in 1M KOH in MeOH (65 mL) at room temperature. H2O (5 mL) is added ad the mixture is refluxed overnight. Methanol is removed from the cooled mixture under reduced pressure, and the residue is partitioned between H2O and CH2Cl2, and the combined organic portions are washed with brine and dried with anhydrous Na2SO4. Aft... Starting materials: BrBr, Nc1ccc2c(c1)ncn2C1CCCC1. Product: Nc1ccc2c(ncn2C2CCCC2)c1Br. RXN SMILES: [Br:16][Br:17].[CH:1]1([n:6]2[cH:7][n:8][c:9]3[c:10]2[cH:11][cH:12][c:13]([NH2:15])[cH:14]3)[CH2:2][CH2:3][CH2:4][CH2:5]1>>[CH:1]1([n:6]2[cH:7][n:8][c:9]3[c:10]2[cH:11][cH:12][c:13]([NH2:15])[c:14]3[Br:16])[CH2:2][CH2:3][CH2:4][CH2:5]1. The reactants are CCN=C=NCCCN(C)C, CN(C)c1ccncc1, ClCCl, Cl, O=C(O)c1ccccc1Cl, OCCC#Cc1ccccn1. Product: O=C(OCCC#Cc1ccccn1)c1ccccc1Cl. RXN SMILES: [CH3:22][CH2:23][N:24]=[C:25]=[N:26][CH2:27][CH2:28][CH2:29][N:30]([CH3:31])[CH3:32].[CH3:37][N:38]([c:39]1[cH:40][cH:41][n:42][cH:43][cH:44]1)[CH3:45].[Cl:34][CH2:35][Cl:36].[ClH:33].[OH:1][C:2](=[O:3])[c:4]1[cH:5][cH:6][cH:7][cH:8][c:9]1[Cl:10].[n:11]1[c:12]([C:17]#[C:18][CH2:19][CH2:20][OH:21])[cH:13][cH:14][cH:15][cH:16]1>>[O:1]([C:2](=[O:3])[c:4]1[cH:5][cH:6][cH:7][cH:8][c:9]1[Cl:10])[CH2:20][CH2:19][C:18]#[C:17][c:12]1[n:11][cH:16][cH:15][cH:14][cH:13]1. The reactants are CCO, O=C(c1ccc([N+](=O)[O-])cc1)N1CCc2cnoc2-c2ccccc21, [Na+], O=C([O-])O, O. The product is Nc1ccc(C(=O)N2CCc3cnoc3-c3ccccc32)cc1. Reaction SMILES: [CH2:32]([OH:33])[CH3:34].[N+:1]([O-:2])(=[O:3])[c:4]1[cH:5][cH:6][c:7]([C:8](=[O:9])[N:10]2[CH2:11][CH2:12][c:13]3[c:14]([o:21][n:22][cH:23]3)-[c:15]3[c:16]2[cH:17][cH:18][cH:19][cH:20]3)[cH:24][cH:25]1.[Na+:31].[O-:27][C:28]([OH:29])=[O:30].[OH2:26]>>[NH2:1][c:4]1[cH:5][cH:6][c:7]([C:8](=[O:9])[N:10]2[CH2:11][CH2:12][c:13]3[c:14]([o:21][n:22][cH:23]3)-[c:15]3[c:16]2[cH:17][cH:18][cH:19][cH:20]3)[cH:24][cH:25]1. The reactants are CC(F)(C(=O)O)C(=O)NC1C(=O)N(CC2CC2)c2ccccc2-c2ccccc21, NCCC(F)(F)C(F)(F)F. The product is CC(F)(C(=O)NCCC(F)(F)C(F)(F)F)C(=O)NC1C(=O)N(CC2CC2)c2ccccc2-c2ccccc21. RXN SMILES: [CH:1]1([CH2:4][N:5]2[c:6]3[c:7]([cH:26][cH:27][cH:28][cH:29]3)-[c:8]3[c:9]([cH:22][cH:23][cH:24][cH:25]3)[CH:10]([NH:13][C:14]([C:15]([C:16](=[O:17])[OH:18])([CH3:19])[F:20])=[O:21])[C:11]2=[O:12])[CH2:2][CH2:3]1.[F:30][C:31]([CH2:32][CH2:33][NH2:34])([C:35]([F:36])([F:37])[F:38])[F:39]>>[CH:1]1([CH2:4][N:5]2[c:6]3[c:7]([cH:26][cH:27][cH:28][cH:29]3)-[c:8]3[c:9]([cH:22][cH:23][cH:24][cH:25]3)[CH:10]([NH:13][C:14]([C:15]([C:16](=[O:17])[NH:34][CH2:33][CH2:32][C:31]([F:30])([C:35]([F:36])([F:37])[F:38])[F:39])([CH3:19])[F:20])=[O:21])[C:11]2=[O:12])[CH2:2][CH2:3]1. The reactants are CON(C(=O)C1=CN(C2=CC=CC=C2C1=O)CC1=NC(=CC=C1)Br)C (1-(6-bromo-pyridin-2-ylmethyl)-4-oxo-1,4-dihydro-quinoline-3-carboxylic acid methoxy-methyl-amide), white solid, C1CCOC1 (THF). Run in COC1=CC(=C(C=C1)[Mg]Br)C (4-methoxy-2-methylphenylmagnesium bromide). The product is BrC1=CC=CC(=N1)CN1C=C(C(C2=CC=CC=C12)=O)C(C1=C(C=C(C=C1)OC)C)=O (1-(6-Bromo-pyridin-2-ylmethyl)-3-(4-methoxy-2-methyl-benzoyl)-1H-quinolin-4-one). RXN SMILES: CON(C)[C:4]([C:6]1[C:15](=[O:16])[C:14]2[C:9](=[CH:10][CH:11]=[CH:12][CH:13]=2)[N:8]([CH2:17][C:18]2[CH:23]=[CH:22][CH:21]=[C:20]([Br:24])[N:19]=2)[CH:7]=1)=[O:5].[CH2:26]1[CH2:30][O:29][CH2:28][CH2:27]1>COC1C=CC([Mg]Br)=C(C)C=1>[Br:24][C:20]1[N:19]=[C:18]([CH2:17][N:8]2[C:9]3[C:14](=[CH:13][CH:12]=[CH:11][CH:10]=3)[C:15](=[O:16])[C:6]([C:4](=[O:5])[C:4]3[CH:27]=[CH:26][C:30]([O:29][CH3:28])=[CH:7][C:6]=3[CH3:15])=[CH:7]2)[CH:23]=[CH:22][CH:21]=1. Reported procedure: Experimental conditions analogous to those described for Step 6 of Example 60 from 90 mg (0.22 mmol) of 1-(6-bromo-pyridin-2-ylmethyl)-4-oxo-1,4-dihydro-quinoline-3-carboxylic acid methoxy-methyl-amide in 1.5 mL THF and 0.98 mL 0.5M 4-methoxy-2-methylphenylmagnesium bromide. Yield: 41 mg of a white solid. LC-MSD, m/z for C24H19BrN2O3 [M+H]+=463.0, 465.0; HPLC retention time: 2.4 min.